From a dataset of the Open Reaction Database (ORD), a public repository of structured organic reaction records. describe an organic reaction: reactants, conditions, products, and yield Reactants: C(C)OC(=O)C1(CC1)C1=CC=C(C=C1)C1=CC=C(C=C1)C1=C(C(=NO1)C)NC1=NC(=CC=C1)Br (1-{4′-[4-(6-bromo-pyridin-2-ylamino)-3-methyl-isoxazol-5-yl]-biphenyl-4-yl}-cyclopropanecarboxylic acid ethyl ester), C(C)OC1=NC=C(C=C1)B(O)O (2-ethoxy-5-pyridineboronic acid). Yields the product C(C)OC(=O)C1(CC1)C1=CC=C(C=C1)C1=CC=C(C=C1)C1=C(C(=NO1)C)NC1=CC=CC(=N1)C=1C=NC(=CC1)OCC (1-{4′-[4-(6′-Ethoxy-[2,3′]bipyridinyl-6-ylamino)-3-methyl-isoxazol-5-yl]-biphenyl-4-yl}-cyclopropanecarboxylic acid ethyl ester). Reaction SMILES: [CH2:1]([O:3][C:4]([C:6]1([C:9]2[CH:14]=[CH:13][C:12]([C:15]3[CH:20]=[CH:19][C:18]([C:21]4[O:25][N:24]=[C:23]([CH3:26])[C:22]=4[NH:27][C:28]4[CH:33]=[CH:32][CH:31]=[C:30](Br)[N:29]=4)=[CH:17][CH:16]=3)=[CH:11][CH:10]=2)[CH2:8][CH2:7]1)=[O:5])[CH3:2].[CH2:35]([O:37][C:38]1[CH:43]=[CH:42][C:41](B(O)O)=[CH:40][N:39]=1)[CH3:36]>>[CH2:1]([O:3][C:4]([C:6]1([C:9]2[CH:14]=[CH:13][C:12]([C:15]3[CH:20]=[CH:19][C:18]([C:21]4[O:25][N:24]=[C:23]([CH3:26])[C:22]=4[NH:27][C:28]4[N:29]=[C:30]([C:41]5[CH:40]=[N:39][C:38]([O:37][CH2:35][CH3:36])=[CH:43][CH:42]=5)[CH:31]=[CH:32][CH:33]=4)=[CH:17][CH:16]=3)=[CH:11][CH:10]=2)[CH2:8][CH2:7]1)=[O:5])[CH3:2]. Reported procedure: Prepared according to the procedure described in Example 1, Step 10, using 1-{4′-[4-(6-bromo-pyridin-2-ylamino)-3-methyl-isoxazol-5-yl]-biphenyl-4-yl}-cyclopropanecarboxylic acid ethyl ester and 2-ethoxy-5-pyridineboronic acid. Starting materials: FC(OC=1C=C(C=CC1O)C=1OC=C(N1)CCC(=O)C1=NC=CC=C1C)F (3-{2-(3-difluoromethoxy-4-hydroxyphenyl)oxazol-4-yl}-1-(3-methylpyridin-2-yl)propan-1-one), C(C=C)Br (allyl bromide). Product: C(C=C)OC1=C(C=C(C=C1)C=1OC=C(N1)CCC(=O)C1=NC=CC=C1C)OC(F)F (3-[2-(4-allyloxy-3-difluoromethoxy phenyl)oxazol-4-yl]-1-(3-methylpyridin-2-yl)propan-1-one). As a reaction SMILES: [F:1][CH:2]([F:27])[O:3][C:4]1[CH:5]=[C:6]([C:11]2[O:12][CH:13]=[C:14]([CH2:16][CH2:17][C:18]([C:20]3[C:25]([CH3:26])=[CH:24][CH:23]=[CH:22][N:21]=3)=[O:19])[N:15]=2)[CH:7]=[CH:8][C:9]=1[OH:10].[CH2:28](Br)[CH:29]=[CH2:30]>>[CH2:30]([O:10][C:9]1[CH:8]=[CH:7][C:6]([C:11]2[O:12][CH:13]=[C:14]([CH2:16][CH2:17][C:18]([C:20]3[C:25]([CH3:26])=[CH:24][CH:23]=[CH:22][N:21]=3)=[O:19])[N:15]=2)=[CH:5][C:4]=1[O:3][CH:2]([F:1])[F:27])[CH:29]=[CH2:28]. Procedure: Using the compound obtained in Example 356 and allyl bromide, white powdery 3-[2-(4-allyloxy-3-difluoromethoxy phenyl)oxazol-4-yl]-1-(3-methylpyridin-2-yl)propan-1-one was obtained following the procedure of Example 3. The reactants are O=C([O-])[O-], COCCl, CN(C)C=O, [K+], [K+], O, CC(=O)c1ccc(O)c(C(F)(F)F)c1. Yields the product COCOc1ccc(C(C)=O)cc1C(F)(F)F. Reaction SMILES: [C:15](=[O:16])([O-:17])[O-:18].[CH3:21][O:22][CH2:23][Cl:24].[CH3:26][N:27]([CH3:28])[CH:29]=[O:30].[K+:19].[K+:20].[OH2:25].[OH:1][c:2]1[c:3]([C:11]([F:12])([F:13])[F:14])[cH:4][c:5]([C:8]([CH3:9])=[O:10])[cH:6][cH:7]1>>[O:1]([c:2]1[c:3]([C:11]([F:12])([F:13])[F:14])[cH:4][c:5]([C:8]([CH3:9])=[O:10])[cH:6][cH:7]1)[CH2:23][O:22][CH3:21].